This data is from the Open Reaction Database (ORD), a public repository of structured organic reaction records. The task is: describe an organic reaction: reactants, conditions, products, and yield Starting materials: C1(=CC=CC=C1)C=1N=C(OC1C1=CC=CC=C1)CCC1=CC=C(OCC(=O)OC)C=C1 (methyl 2-[4-[2-(4,5-diphenyl-2oxazolyl]ethyl]phenoxy]acetate), [OH-].[Na+] (sodium hydroxide). Run in CO (methanol). Yields the product C1(=CC=CC=C1)C=1N=C(OC1C1=CC=CC=C1)CCC1=CC=C(OCC(=O)O)C=C1 (2-[4-[2-(4,5-diphenyl-2-oxazolyl)ethyl]phenoxy]acetic acid). Yield: 59.6%. RXN SMILES: [C:1]1([C:7]2[N:8]=[C:9]([CH2:18][CH2:19][C:20]3[CH:31]=[CH:30][C:23]([O:24][CH2:25][C:26]([O:28]C)=[O:27])=[CH:22][CH:21]=3)[O:10][C:11]=2[C:12]2[CH:17]=[CH:16][CH:15]=[CH:14][CH:13]=2)[CH:6]=[CH:5][CH:4]=[CH:3][CH:2]=1.[OH-].[Na+]>CO>[C:1]1([C:7]2[N:8]=[C:9]([CH2:18][CH2:19][C:20]3[CH:21]=[CH:22][C:23]([O:24][CH2:25][C:26]([OH:28])=[O:27])=[CH:30][CH:31]=3)[O:10][C:11]=2[C:12]2[CH:17]=[CH:16][CH:15]=[CH:14][CH:13]=2)[CH:2]=[CH:3][CH:4]=[CH:5][CH:6]=1 |f:1.2|. Procedure: A mixture of methyl 2-[4-[2-(4,5-diphenyl-2oxazolyl]ethyl]phenoxy]acetate (5 g, 12 mmold), 5N sodium hydroxide solution (7.26 mL) and methanol (100 mL) was heated on a steam bath for 45 minutes. The solution was concentrated in vacuo diluted with water and 2N HCl solution an a white solid filtered off. Recrystallization from methanol gave 2-[4-[2-(4,5-diphenyl-2-oxazolyl)ethyl]phenoxy]acetic acid (2.88 g, 59%), m.p. 147°-149° C.